This data is from the Open Reaction Database (ORD), a public repository of structured organic reaction records. The task is: describe an organic reaction: reactants, conditions, products, and yield The reactants are BrC=1C=NN(C1OC)C1=NC=C(C(=O)NCC2CCOCC2)C=C1 (6-(4-bromo-5-methoxy-1H-pyrazol-1-yl)-N-((tetrahydro-2H-pyran-4-yl)methyl)nicotinamide), COC1=NC=CC(=C1OC)B(O)O ((2,3-dimethoxypyridin-4-yl)boronic acid), C([O-])(O)=O.[Na+] (sodium bicarbonate). Reagents/catalysts: C1=CC=C(C=C1)P([C-]2C=CC=C2)C3=CC=CC=C3.C1=CC=C(C=C1)P([C-]2C=CC=C2)C3=CC=CC=C3.Cl[Pd]Cl.[Fe+2].C(Cl)Cl (PdCl2(dppf) CH2Cl2). The solvent is O1CCOCC1 (dioxane), O (water), CCOC(=O)C (EtOAc). Product: COC1=NC=CC(=C1OC)C=1C=NN(C1OC)C1=NC=C(C(=O)NCC2CCOCC2)C=C1 (6-(4-(2,3-dimethoxypyridin-4-yl)-5-methoxy-1H-pyrazol-1-yl)-N-((tetrahydro-2H-pyran-4-yl)methyl)nicotinamide). Isolated yield 42.7%. As a reaction SMILES: Br[C:2]1[CH:3]=[N:4][N:5]([C:9]2[CH:24]=[CH:23][C:12]([C:13]([NH:15][CH2:16][CH:17]3[CH2:22][CH2:21][O:20][CH2:19][CH2:18]3)=[O:14])=[CH:11][N:10]=2)[C:6]=1[O:7][CH3:8].[CH3:25][O:26][C:27]1[C:32]([O:33][CH3:34])=[C:31](B(O)O)[CH:30]=[CH:29][N:28]=1.C(=O)(O)[O-].[Na+]>O1CCOCC1.O.CCOC(C)=O.C1C=CC(P(C2C=CC=CC=2)[C-]2C=CC=C2)=CC=1.C1C=CC(P(C2C=CC=CC=2)[C-]2C=CC=C2)=CC=1.Cl[Pd]Cl.[Fe+2].C(Cl)Cl>[CH3:25][O:26][C:27]1[C:32]([O:33][CH3:34])=[C:31]([C:2]2[CH:3]=[N:4][N:5]([C:9]3[CH:24]=[CH:23][C:12]([C:13]([NH:15][CH2:16][CH:17]4[CH2:22][CH2:21][O:20][CH2:19][CH2:18]4)=[O:14])=[CH:11][N:10]=3)[C:6]=2[O:7][CH3:8])[CH:30]=[CH:29][N:28]=1 |f:2.3,7.8.9.10.11|. Procedure: Combined 6-(4-bromo-5-methoxy-1H-pyrazol-1-yl)-N-((tetrahydro-2H-pyran-4-yl)methyl)nicotinamide (60.0 mg, 0.152 mmol), (2,3-dimethoxypyridin-4-yl)boronic acid (41.7 mg, 0.228 mmol), PdCl2(dppf)-CH2Cl2 Adduct (6.20 mg, 7.59 μmol), and sodium bicarbonate (63.8 mg, 0.759 mmol) in dioxane (1139 μl) and water (380 μl) and heated in a microwave reactor for 60 minutes at 110° C. The reaction mixture was diluted with 150 mL EtOAc and washed with 1 N HCl. Organic layers were collected, dried with sodium ... Reactants: C1CCOC1, O=C(Cl)c1ccc(Cl)cc1, CC(N)(C#N)Cn1cc2ncc(Br)cc2n1. The product is CC(C#N)(Cn1cc2ncc(Br)cc2n1)NC(=O)c1ccc(Cl)cc1. RXN SMILES: [CH2:27]1[O:28][CH2:29][CH2:30][CH2:31]1.[Cl:1][C:2](=[O:3])[c:4]1[cH:5][cH:6][c:7]([Cl:8])[cH:9][cH:10]1.[NH2:11][C:12]([C:13]#[N:14])([CH2:15][n:16]1[n:17][c:18]2[c:19]([n:20][cH:21][c:22]([Br:24])[cH:23]2)[cH:25]1)[CH3:26]>>[C:2](=[O:3])([c:4]1[cH:5][cH:6][c:7]([Cl:8])[cH:9][cH:10]1)[NH:11][C:12]([C:13]#[N:14])([CH2:15][n:16]1[n:17][c:18]2[c:19]([n:20][cH:21][c:22]([Br:24])[cH:23]2)[cH:25]1)[CH3:26]. Starting materials: OC1=NOC(=C1)C(=O)OC (methyl 3-hydroxy-5-isoxazolecarboxylate), F[B-](F)(F)F.C(C)[O+](CC)CC (triethyloxonium tetrafluoroborate). Run in C(Cl)Cl (methylene chloride), C(Cl)Cl (methylene chloride). Reaction conditions: time 8 hour. Product: C(C)OC1=NOC(=C1)C(=O)OC (Methyl 3-ethoxy-5-isoxazolecarboxylate). Isolated yield 86.0%. RXN SMILES: [OH:1][C:2]1[CH:6]=[C:5]([C:7]([O:9][CH3:10])=[O:8])[O:4][N:3]=1.F[B-](F)(F)F.[CH2:16]([O+](CC)CC)[CH3:17]>C(Cl)Cl>[CH2:16]([O:1][C:2]1[CH:6]=[C:5]([C:7]([O:9][CH3:10])=[O:8])[O:4][N:3]=1)[CH3:17] |f:1.2|. Procedure details: A stirred suspension of 3.53 g (24.67 mmole) of a commercial sample of methyl 3-hydroxy-5-isoxazolecarboxylate in 50 ml of methylene chloride was treated dropwise with a solution of triethyloxonium tetrafluoroborate (5.62 g, 29.60 mmole) dissolved in 30 ml of methylene chloride at room temperature. After stirring overnight the solution was washed with water (2×30 ml), 5% sodium bicarbonate (2×30 ml) and water once again. The organic layer was dried (magnesium sulfate) and evaporated in vacuo to ...